This data is from the Open Reaction Database (ORD), a public repository of structured organic reaction records. The task is: describe an organic reaction: reactants, conditions, products, and yield Starting materials: O=S(Cl)Cl, O=C(O)C(c1ccccc1)c1ccccc1. Yields the product [Cl-], O=C(O)C(c1ccccc1)c1ccccc1. RXN SMILES: [S:17]([Cl:18])([Cl:19])=[O:20].[c:1]1([CH:7]([C:8](=[O:9])[OH:10])[c:11]2[cH:12][cH:13][cH:14][cH:15][cH:16]2)[cH:2][cH:3][cH:4][cH:5][cH:6]1>>[Cl-:19].[c:1]1([CH:7]([C:8](=[O:9])[OH:10])[c:11]2[cH:12][cH:13][cH:14][cH:15][cH:16]2)[cH:2][cH:3][cH:4][cH:5][cH:6]1. Starting materials: C(C)(C)(C)OC(=O)N1CCC(CC1)NC1=NC(=CC=C1[N+](=O)[O-])N(C)C (4-(6-dimethylamino-3-nitro-pyridin-2-ylamino)-piperidine-1-carboxylic acid tert-butyl ester), C[Si](C)(C)[N-][Si](C)(C)C.[K+] (KHMDS), IC (iodomethane), C(=O)[O-].[NH4+] (ammonium formate). Reagents/catalysts: [Pd] (Pd/C). Solvent: CCO (EtOH), C1CCOC1 (THF), CO.CCOC(=O)C (methanol EtOAc). Run at time 3 hour. Product: C(C)(C)(C)OC(=O)N1CCC(CC1)N1C(N(C=2C1=NC(=CC2)N(C)C)C)=O (4-(5-Dimethylamino-1-methyl-2-oxo-1,2-dihydro-imidazo[4,5-b]pyridin-3-yl)-piperidine-1-carboxylic acid tert-butyl ester). Isolated yield 67.0%. As a reaction SMILES: [C:1]([O:5][C:6]([N:8]1[CH2:13][CH2:12][CH:11]([NH:14][C:15]2[C:20]([N+:21]([O-])=O)=[CH:19][CH:18]=[C:17]([N:24]([CH3:26])[CH3:25])[N:16]=2)[CH2:10][CH2:9]1)=[O:7])([CH3:4])([CH3:3])[CH3:2].[CH:27]([O-:29])=O.[NH4+].[CH3:31][Si]([N-][Si](C)(C)C)(C)C.[K+].IC>CO.CCOC(C)=O.CCO.C1COCC1.[Pd]>[C:1]([O:5][C:6]([N:8]1[CH2:13][CH2:12][CH:11]([N:14]2[C:15]3=[N:16][C:17]([N:24]([CH3:26])[CH3:25])=[CH:18][CH:19]=[C:20]3[N:21]([CH3:31])[C:27]2=[O:29])[CH2:10][CH2:9]1)=[O:7])([CH3:4])([CH3:3])[CH3:2] |f:1.2,3.4,6.7|. Procedure details: A stirring solution of 5.3 g (0.014 mol) of 4-(6-dimethylamino-3-nitro-pyridin-2-ylamino)-piperidine-1-carboxylic acid tert-butyl ester in methanol/EtOAc (73 mL/15 mL) was degassed. 10% Pd/C (1.17 g, 0.5 mmol) was added as a suspension in EtOH (5 mL), followed by ammonium formate (4.5 g, 0.073 mol). The mixture was stirred at room temperature for 3 h. The reaction mixture was then filtered through celite and the filtrate was concentrated, giving a purple oil. The residue was then dissolved in TH... Reactants: BrCCCBr (1,3-dibromopropane), C([O-])([O-])=O.[K+].[K+] (potassium carbonate), FC(OC1=CC=C(C=C1)O)(F)F (4-trifluoromethoxyphenol). Solvent: CN(C=O)C (N,N-dimethylformamide), CN(C=O)C (N,N-dimethylformamide). The product is BrCCCOC1=CC=C(C=C1)OC(F)(F)F (1-(3-bromopropyloxy)4-trifluoromethoxybenzene). The yield is 60.2%. RXN SMILES: [Br:1][CH2:2][CH2:3][CH2:4]Br.C(=O)([O-])[O-].[K+].[K+].[F:12][C:13]([F:23])([F:22])[O:14][C:15]1[CH:20]=[CH:19][C:18]([OH:21])=[CH:17][CH:16]=1>CN(C)C=O>[Br:1][CH2:2][CH2:3][CH2:4][O:21][C:18]1[CH:19]=[CH:20][C:15]([O:14][C:13]([F:12])([F:22])[F:23])=[CH:16][CH:17]=1 |f:1.2.3|. Procedure details: To a mixture of 20.4 g of 1,3-dibromopropane, 7.1 g of potassium carbonate and 100 ml of N,N-dimethylformamide was added dropwise a solution of 9 g of 4-trifluoromethoxyphenol dissolved in 30 ml of N,N-dimethylformamide, while stirring at room temperature. After stirring at room temperature for 24 hours, the reaction mixture was filtered, and the solvent was removed from the filtrate by distillation under reduced pressure. The residue was subjected to silica gel chromatography, which afforded 9.... As a reaction SMILES: [CH3:15][C:16](=[O:17])[OH:18].[CH3:19][OH:20].[Fe:21].[N+:1]([O-:2])(=[O:3])[c:4]1[cH:5][cH:6][c:7](-[c:10]2[cH:11][n:12][cH:13][o:14]2)[cH:8][cH:9]1>>[NH2:1][c:4]1[cH:5][cH:6][c:7](-[c:10]2[cH:11][n:12][cH:13][o:14]2)[cH:8][cH:9]1. Reactants: CC(=O)O, CO, [Fe], O=[N+]([O-])c1ccc(-c2cnco2)cc1. The product is Nc1ccc(-c2cnco2)cc1. Reaction SMILES: [Cl:1][C:2]1[CH:7]=[CH:6][C:5]([I:8])=[CH:4][C:3]=1[CH:9]=[CH2:10].CC[C@H]1[C@H]2C[C@H]([C@H](OC3C4C(=CC=CC=4)C(O[C@H](C4C=CN=C5C=4C=C(OC)C=C5)[C@@H]4N5C[C@H](CC)[C@@H](CC5)C4)=NN=3)C3C=CN=C4C=3C=C([O:32]C)C=C4)N(CC2)C1.S([O-])([O-])=O.[Na+].[Na+].[OH2:75]>CC(O)(C)C.O.C(Cl)Cl>[Cl:1][C:2]1[CH:7]=[CH:6][C:5]([I:8])=[CH:4][C:3]=1[C@H:9]([OH:32])[CH2:10][OH:75] |f:2.3.4,6.7|. Run at temperature 0 celsius, time 3 hour. Solvent: C(Cl)Cl (CH2Cl2), CC(C)(C)O.O (t-BuOH H2O). Procedure: 1-Chloro-4-iodo-2-vinylbenzene (2.43 g, 9.19 mmol) was dissolved in t-BuOH/H2O (1:1, 60 mL) and then cooled to 0° C. AD-mix-α (11 g) was slowly added. The reaction slowly warmed to rt overnight. Sodium sulfite (11 g) was added and the solution stirred at rt. After 3 h, H2O and CH2Cl2 were added and the organic layer isolated. The aqueous layer was washed with CH2Cl2 (3×) and then the combined organic extracts were combined, dried (Na2SO4), concentrated, and purified by Biotage chromatography (0%... The product is ClC1=C(C=C(C=C1)I)[C@@H](CO)O ((1S)-1-(2-chloro-5-iodophenyl)ethane-1,2-diol). Starting materials: O (H2O), ClC1=C(C=C(C=C1)I)C=C (1-Chloro-4-iodo-2-vinylbenzene), S(=O)([O-])[O-].[Na+].[Na+] (Sodium sulfite), CC[C@@H]1CN2CC[C@@H]1C[C@@H]2[C@@H](C3=C4C=C(C=CC4=NC=C3)OC)OC5=NN=C(C6=CC=CC=C65)O[C@@H]([C@H]7C[C@@H]8CCN7C[C@@H]8CC)C9=C1C=C(C=CC1=NC=C9)OC (AD-mix-α). Reactants: N1(C=NC=C1)CCCN (3-Imidazol-1-yl-propylamine), CC1=CC=C(O1)C=O (5-Methyl-furan-2-carbaldehyde), C(C)OC(C(CCCCCC)=O)=O (2-Oxo-octanoic acid ethyl ester). The solvent is C(C)O (ethanol). Yields the product OC=1C(N(C(C1CCCCC)C=1OC(=CC1)C)CCCN1C=NC=C1)=O (3-Hydroxy-1-(3-imidazol-1-yl-propyl)-5-(5-methyl-furan-2-yl)-4-pentyl-1,5-dihydro-pyrrol-2-one). As a reaction SMILES: [N:1]1([CH2:6][CH2:7][CH2:8][NH2:9])[CH:5]=[CH:4][N:3]=[CH:2]1.[CH3:10][C:11]1[O:15][C:14]([CH:16]=O)=[CH:13][CH:12]=1.C([O:20][C:21](=O)[C:22](=[O:29])[CH2:23][CH2:24][CH2:25][CH2:26][CH2:27][CH3:28])C>C(O)C>[OH:29][C:22]1[C:21](=[O:20])[N:9]([CH2:8][CH2:7][CH2:6][N:1]2[CH:5]=[CH:4][N:3]=[CH:2]2)[CH:16]([C:14]2[O:15][C:11]([CH3:10])=[CH:12][CH:13]=2)[C:23]=1[CH2:24][CH2:25][CH2:26][CH2:27][CH3:28]. Reported procedure: 3-Imidazol-1-yl-propylamine (1 mmol) and 5-Methyl-furan-2-carbaldehyde (1 mmol) were added to ethanol (5 ml). After 30 min 2-Oxo-octanoic acid ethyl ester (1 mmol) was added. The reactants are Fc1cc(Br)cc(F)c1F, CCC[SiH]1CCC(CCC2CCC(c3ccc(I)c(F)c3)CC2)CC1, C1CCOC1, [Mg]. Yields the product CCC[SiH]1CCC(CCC2CCC(c3ccc(-c4cc(F)c(F)c(F)c4)c(F)c3)CC2)CC1. As a reaction SMILES: [Br:1][c:2]1[cH:3][c:4]([F:10])[c:5]([F:9])[c:6]([F:8])[cH:7]1.[CH2:12]([CH2:13][CH3:14])[SiH:15]1[CH2:16][CH2:17][CH:18]([CH2:21][CH2:22][CH:23]2[CH2:24][CH2:25][CH:26]([c:29]3[cH:30][c:31]([F:36])[c:32]([I:35])[cH:33][cH:34]3)[CH2:27][CH2:28]2)[CH2:19][CH2:20]1.[CH2:37]1[O:38][CH2:39][CH2:40][CH2:41]1.[Mg:11]>>[c:2]1(-[c:32]2[c:31]([F:36])[cH:30][c:29]([CH:26]3[CH2:25][CH2:24][CH:23]([CH2:22][CH2:21][CH:18]4[CH2:17][CH2:16][SiH:15]([CH2:12][CH2:13][CH3:14])[CH2:20][CH2:19]4)[CH2:28][CH2:27]3)[cH:34][cH:33]2)[cH:3][c:4]([F:10])[c:5]([F:9])[c:6]([F:8])[cH:7]1.